Dataset: the Open Reaction Database (ORD), a public repository of structured organic reaction records. Task: describe an organic reaction: reactants, conditions, products, and yield Reactants: CNC1=CC=CC=C1 (N-methylaniline), C(=O)(OCC)C=1N(C2=CC=C(C=C2C1S(=O)(=O)Cl)Cl)S(=O)(=O)C1=CC=CC=C1 (2-carboethoxy-5-chloro-1-phenylsulfonylindole-3-sulfonylchloride). The product is C(=O)(OCC)C=1N(C2=CC=C(C=C2C1)Cl)S(=O)(=O)C1=CC=CC=C1.CC=1C=C(C=CC1)S(=O)(=O)N (2-Carboethoxy-5-chloro-1-phenylsulfonylindole 3-methyl(phenyl)sulfonamide). Reaction SMILES: [CH3:1]NC1C=CC=CC=1.[C:9]([C:14]1[N:15]([S:28]([C:31]2[CH:36]=[CH:35][CH:34]=[CH:33][CH:32]=2)(=[O:30])=[O:29])[C:16]2[C:21]([C:22]=1S(Cl)(=O)=O)=[CH:20][C:19]([Cl:27])=[CH:18][CH:17]=2)([O:11][CH2:12][CH3:13])=[O:10]>>[C:9]([C:14]1[N:15]([S:28]([C:31]2[CH:36]=[CH:35][CH:34]=[CH:33][CH:32]=2)(=[O:29])=[O:30])[C:16]2[C:21]([CH:22]=1)=[CH:20][C:19]([Cl:27])=[CH:18][CH:17]=2)([O:11][CH2:12][CH3:13])=[O:10].[CH3:1][C:35]1[CH:36]=[C:31]([S:28]([NH2:15])(=[O:29])=[O:30])[CH:32]=[CH:33][CH:34]=1 |f:2.3|. Procedure: In the manner outlined in Example 68, Step B, N-methylaniline was added to 2-carboethoxy-5-chloro-1-phenylsulfonylindole-3-sulfonylchloride to give, after flash column chromatography on silica (dry loaded, eluting with an ethyl acetate/hexanes gradient, 10-30% ethyl acetate) the title compound as colorless crystals (from dichloromethane/hexanes); Starting materials: CSCS(C)=O (Formaldehyde dimethyl mercaptal S-oxide), 1,4-Bis(methanesulfonato)butane, CCCCCC (n-hexane), C(CCC)[Li] (n-butyl lithium). Solvent: O1CCCC1 (tetrahydrofuran), O1CCCC1 (tetrahydrofuran). Run at time 2.5 hour. Product: CSC1(CCCC1)S(C)=O (cyclopentanone dimethyl mercaptal S-oxide). Yield: 71.0%. RXN SMILES: [CH3:1][S:2][CH2:3][S:4](=[O:6])[CH3:5].[CH3:7][CH2:8][CH2:9][CH2:10]CC.C([Li])CCC>O1CCCC1>[CH3:1][S:2][C:3]1([S:4](=[O:6])[CH3:5])[CH2:10][CH2:9][CH2:8][CH2:7]1. Reported procedure: Formaldehyde dimethyl mercaptal S-oxide (1.166g) was dissolved in 10 ml. of tetrahydrofuran, and at -16° C., 7.2 ml. of an n-hexane solution (1.4 millimols/milliliter) of n-butyl lithium was added, followed by stirring the mixture for 2.5 hours. 1,4-Bis(methanesulfonato)butane (904 mg) was added together with 35 ml. of tetrahydrofuran. The mixture was stirred for 21 hours at room temperature. Then, the same procedure as in Example A-14 was repeated to afford 465 mg of cyclopentanone dimethyl mer... The reactants are C(C)(=O)O[BH-](OC(C)=O)OC(C)=O.[Na+] (Sodium triacetoxyborohydride), C(C)(=O)O (acetic acid), N1CCC(CC1)O (piperidin-4-ol), O1CC(C1)=O (oxetan-3-one). Run in ClCCCl (DCE). Run at time 8 hour. Product: O1CC(C1)N1CCC(CC1)O (1-(oxetan-3-yl)piperidin-4-ol). The yield is 50.9%. As a reaction SMILES: C(O[BH-](OC(=O)C)OC(=O)C)(=O)C.[Na+].C(O)(=O)C.[NH:19]1[CH2:24][CH2:23][CH:22]([OH:25])[CH2:21][CH2:20]1.[O:26]1[CH2:29][C:28](=O)[CH2:27]1>ClCCCl>[O:26]1[CH2:29][CH:28]([N:19]2[CH2:24][CH2:23][CH:22]([OH:25])[CH2:21][CH2:20]2)[CH2:27]1 |f:0.1|. Reported procedure: Sodium triacetoxyborohydride (3.18 g, 15.00 mmol) and acetic acid (0.859 mL, 15.00 mmol) were added to a solution of piperidin-4-ol (1.011 g, 10 mmol) and oxetan-3-one (0.721 g, 10.00 mmol) in DCE (35 mL) and the reaction mixture was stirred at room temperature overnight. Celite was added to the sticky reaction mixture and the reaction mixture was filtered, the filtrate was concentrated in vacuo to give brown oil. The solid was purified by flash chromatography on silica gel using an automated IS... The reactants are Cc1ccc(Br)cc1, CCOCC, CC(C)OC(C)C, [Mg], C1CCOC1, C1COCCO1, Cc1ccc(C=O)cc1. Product: Cc1ccc(C(O)c2ccc(C)cc2)cc1. As a reaction SMILES: [Br:2][c:3]1[cH:4][cH:5][c:6]([CH3:9])[cH:7][cH:8]1.[CH3:37][CH2:38][O:39][CH2:40][CH3:41].[CH:10]([O:11][CH:12]([CH3:13])[CH3:14])([CH3:15])[CH3:16].[Mg:1].[O:26]1[CH2:27][CH2:28][CH2:29][CH2:30]1.[O:31]1[CH2:32][CH2:33][O:34][CH2:35][CH2:36]1.[c:17]1([CH3:25])[cH:18][cH:19][c:20]([CH:23]=[O:24])[cH:21][cH:22]1>>[c:3]1([CH:23]([c:20]2[cH:19][cH:18][c:17]([CH3:25])[cH:22][cH:21]2)[OH:24])[cH:4][cH:5][c:6]([CH3:9])[cH:7][cH:8]1. Starting materials: NC1SC2=C(NC1=O)C=CC=C2 (2-amino-3,4-dihydro-3-oxo-2H-1,4-benzothiazine), C(C)(C)(C)OC(=O)NC(CC(=O)O)(C)C (3-t-butoxycarbonylamino-3-methylbutanoic acid), C18H25N3O4S. The product is C(C)(C)(C)OC(=O)NC(CC(=O)NC1SC2=C(NC1=O)C=CC=C2)(C)C (3-t-Butoxycarbonylamino-3-methyl-N-[3,4-dihydro-3-oxo-2H-1,4-benzothiazin-2-yl]-butanamide). Reaction SMILES: [NH2:1][CH:2]1[C:7](=[O:8])[NH:6][C:5]2[CH:9]=[CH:10][CH:11]=[CH:12][C:4]=2[S:3]1.[C:13]([O:17][C:18]([NH:20][C:21]([CH3:27])([CH3:26])[CH2:22][C:23](O)=[O:24])=[O:19])([CH3:16])([CH3:15])[CH3:14]>>[C:13]([O:17][C:18]([NH:20][C:21]([CH3:27])([CH3:26])[CH2:22][C:23]([NH:1][CH:2]1[C:7](=[O:8])[NH:6][C:5]2[CH:9]=[CH:10][CH:11]=[CH:12][C:4]=2[S:3]1)=[O:24])=[O:19])([CH3:16])([CH3:15])[CH3:14]. Reported procedure: Prepared from 2-amino-3,4-dihydro-3-oxo-2H-1,4-benzothiazine (Step A) and 3-t-butoxycarbonylamino-3-methylbutanoic acid (Example 31, Step E) by the procedure described in Example 1, Step F. 1H NMR (200 MHz, CD3OD): 1.26 (s,6H), 1.36 (s,9H), 2.47 (d,13 Hz,1H), 2.57 (d,13 Hz,1H), 5.52 (br s,1H), 6.31 (br s,1H), 7.00 (m,2H), 7.22 (m,2H). FAB-MS: calculated for C18H25N3O4S 379; found 380 (M+H,26%). The reactants are CCOC(=O)CNCC(C)C, Cl, O=N[O-], [Na+], O. The product is CCOC(=O)CN(CC(C)C)N=O. Reaction SMILES: [CH2:1]([CH:2]([CH3:3])[CH3:4])[NH:5][CH2:6][C:7](=[O:8])[O:9][CH2:10][CH3:11].[ClH:12].[N:13](=[O:14])[O-:15].[Na+:16].[OH2:17]>>[CH2:1]([CH:2]([CH3:3])[CH3:4])[N:5]([CH2:6][C:7](=[O:8])[O:9][CH2:10][CH3:11])[N:13]=[O:14]. Starting materials: [OH-].[Na+] (sodium hydroxide), FC1=CC=C(C(=O)Cl)C=C1 (4-fluorobenzoyl-chloride), [OH-].[Na+] (sodium hydroxide), FC1=CC=C(C(=O)Cl)C=C1 (4-fluorobenzoyl-chloride), [OH-].[Na+] (sodium hydroxide), FC1=CC=C(CCl)C=C1 (4-fluorobenzyl-chloride), FC1=CC=C(C=C1)C(CN(S(=O)(=O)C1=C(SC(=C1)C(C)=O)N)C)O (5-acetyl-2-amino-thiophene-3-sulfonic acid [2-(4-fluorophenyl)-2-hydroxy-ethyl]-methyl-amide). Solvent: C(C)(=O)OCC.O1CCCC1 (ethyl acetate tetrahydrofuran). Reaction conditions: time 30 minute. Product: C(C)(=O)C1=CC(=C(S1)NC(C1=CC=C(C=C1)F)=O)S(N(C)CC(O)C1=CC=C(C=C1)F)(=O)=O (N-(5-Acetyl-3-{[2-(4-fluorophenyl)-2-hydroxy-ethyl]-methyl-sulfamoyl}-thiophene-2-yl)-4-fluoro-benzamide). As a reaction SMILES: [F:1][C:2]1[CH:7]=[CH:6][C:5]([CH:8]([OH:24])[CH2:9][N:10]([CH3:23])[S:11]([C:14]2[CH:18]=[C:17]([C:19](=[O:21])[CH3:20])[S:16][C:15]=2[NH2:22])(=[O:13])=[O:12])=[CH:4][CH:3]=1.[OH-].[Na+].FC1C=CC(CCl)=CC=1.[F:36][C:37]1[CH:45]=[CH:44][C:40]([C:41](Cl)=[O:42])=[CH:39][CH:38]=1>C(OCC)(=O)C.O1CCCC1>[C:19]([C:17]1[S:16][C:15]([NH:22][C:41](=[O:42])[C:40]2[CH:44]=[CH:45][C:37]([F:36])=[CH:38][CH:39]=2)=[C:14]([S:11](=[O:13])(=[O:12])[N:10]([CH2:9][CH:8]([C:5]2[CH:4]=[CH:3][C:2]([F:1])=[CH:7][CH:6]=2)[OH:24])[CH3:23])[CH:18]=1)(=[O:21])[CH3:20] |f:1.2,5.6|. Procedure: To a solution of 5-acetyl-2-amino-thiophene-3-sulfonic acid [2-(4-fluorophenyl)-2-hydroxy-ethyl]-methyl-amide (the compound of Preparation Example 99) (120 mg) in ethyl acetate-tetrahydrofuran (4:1) (30 mL) was added an aqueous solution (10 mL) of 2N sodium hydroxide. After stirring vigorously at room temperature, 4-fluorobenzyl-chloride (51 mg) was added. After 30 minutes, an aqueous solution (10 mL) of 2N sodium hydroxide, then 4-fluorobenzoyl-chloride (100 mg) were added, and the solution was... Reactants: CO, COC(=O)CCc1ccc(OCc2sc3ccccc3c2Cl)cc1, Cl, [Li+], C1CCOC1, [OH-], O, O. Product: O=C(O)CCc1ccc(OCc2sc3ccccc3c2Cl)cc1. As a reaction SMILES: [CH3:35][OH:36].[Cl:1][c:2]1[c:3]2[c:4]([s:5][c:6]1[CH2:7][O:8][c:9]1[cH:10][cH:11][c:12]([CH2:15][CH2:16][C:17](=[O:18])[O:19][CH3:20])[cH:13][cH:14]1)[cH:21][cH:22][cH:23][cH:24]2.[ClH:33].[Li+:32].[O:25]1[CH2:26][CH2:27][CH2:28][CH2:29]1.[OH-:31].[OH2:30].[OH2:34]>>[Cl:1][c:2]1[c:3]2[c:4]([s:5][c:6]1[CH2:7][O:8][c:9]1[cH:10][cH:11][c:12]([CH2:15][CH2:16][C:17](=[O:18])[OH:19])[cH:13][cH:14]1)[cH:21][cH:22][cH:23][cH:24]2. Reactants: COC=1C=C(C=CC1)N(CCNC(C)=O)C1=CC=CC=C1 (N-{2-[(3-Methoxyphenyl)-phenylamino]ethyl}acetamide), nitrile, C(CCC)(=O)OC(CCC)=O (butyric anhydride). Product: COC=1C=C(C=CC1)N(CCNC(CCC)=O)C1=CC=CC=C1 (N-{2-[(3-Methoxyphenyl)-phenylamino]ethyl}butanamide). Reaction SMILES: [CH3:1][O:2][C:3]1[CH:4]=[C:5]([N:9]([C:16]2[CH:21]=[CH:20][CH:19]=[CH:18][CH:17]=2)[CH2:10][CH2:11][NH:12][C:13](=[O:15])[CH3:14])[CH:6]=[CH:7][CH:8]=1.[C:22](OC(=O)CCC)(=O)[CH2:23]CC>>[CH3:1][O:2][C:3]1[CH:4]=[C:5]([N:9]([C:16]2[CH:21]=[CH:20][CH:19]=[CH:18][CH:17]=2)[CH2:10][CH2:11][NH:12][C:13](=[O:15])[CH2:14][CH2:22][CH3:23])[CH:6]=[CH:7][CH:8]=1. Reported procedure: The title compound was prepared according to the method previously described for the preparation of 5b, by hydrogenation of nitrile (4b) followed by N-acylation with butyric anhydride. Yield (5n): 80%; mp 50-52° C. (petroleum ether); 1H-NMR (CDCl3): δ 0.92 (t, 3H), 1.59 (m, 2H), 2.10 (t, 2H), 3.52 (m, 2H), 3.76 (s, 3H), 3.89 (t, 2H), 5.71 (brs, 1H), 6.55-6.61 (m, 3H), 7.02-7.31 (m, 6H). The reactants are [Si](C)(C)(C(C)(C)C)OCCCC1=CC=C(OCC#CC2(C(COC3=CC(=CC=C23)OCOC)(C)C2=CC=C(C=C2)OCOC)O)C=C1 (4-{3-[4-(3-t-butyldimethylsilyloxypropyl)phenoxy]-1-propynyl}-7-methoxymethyloxy-3-(4-methoxymethyloxyphenyl)-3-methylchroman-4-ol), [Si](C)(C)(C(C)(C)C)OCCCCCCCC#CC1C(CSC2=CC(=CC=C12)OC)(C)C1=CC=C(C=C1)OC (4-[9-(t-butyldimethylsilyloxy)-1-nonynyl]-7-methoxy-3-(4-methoxyphenyl)-3-methylthiochroman). Product: [Si](C)(C)(C(C)(C)C)OCCCC1=CC=C(OCC#CC2C(COC3=CC(=CC=C23)OCOC)(C)C2=CC=C(C=C2)OCOC)C=C1 (4-{3-[4-(3-t-butyldimethylsilyloxypropyl)phenoxy]-1-propynyl}-7-methoxymethyloxy-3-(4-methoxymethyloxyphenyl)-3-methylchroman). RXN SMILES: [Si:1]([O:8][CH2:9][CH2:10][CH2:11][C:12]1[CH:47]=[CH:46][C:15]([O:16][CH2:17][C:18]#[C:19][C:20]2(O)[C:29]3[C:24](=[CH:25][C:26]([O:30][CH2:31][O:32][CH3:33])=[CH:27][CH:28]=3)[O:23][CH2:22][C:21]2([C:35]2[CH:40]=[CH:39][C:38]([O:41][CH2:42][O:43][CH3:44])=[CH:37][CH:36]=2)[CH3:34])=[CH:14][CH:13]=1)([C:4]([CH3:7])([CH3:6])[CH3:5])([CH3:3])[CH3:2].[Si](OCCCCCCCC#CC1C2C(=CC(OC)=CC=2)SCC1(C1C=CC(OC)=CC=1)C)(C(C)(C)C)(C)C>>[Si:1]([O:8][CH2:9][CH2:10][CH2:11][C:12]1[CH:13]=[CH:14][C:15]([O:16][CH2:17][C:18]#[C:19][CH:20]2[C:29]3[C:24](=[CH:25][C:26]([O:30][CH2:31][O:32][CH3:33])=[CH:27][CH:28]=3)[O:23][CH2:22][C:21]2([C:35]2[CH:36]=[CH:37][C:38]([O:41][CH2:42][O:43][CH3:44])=[CH:39][CH:40]=2)[CH3:34])=[CH:46][CH:47]=1)([C:4]([CH3:7])([CH3:6])[CH3:5])([CH3:3])[CH3:2]. Reported procedure: The title compound was prepared from 4-{3-[4-(3-t-butyldimethylsilyloxypropyl)phenoxy]-1-propynyl}-7-methoxymethyloxy-3-(4-methoxymethyloxyphenyl)-3-methylchroman-4-ol according to the same method for the synthesis of 4-[9-(t-butyldimethylsilyloxy)-1-nonynyl]-7-methoxy-3-(4-methoxyphenyl)-3-methylthiochroman described in International Patent Appln. No. PCT/KR 97/00265.